This data is from the Open Reaction Database (ORD), a public repository of structured organic reaction records. The task is: describe an organic reaction: reactants, conditions, products, and yield Reactants: [Br-], Br, O=N[O-], COC(=O)C(C)Oc1ccc(Oc2ccc(N)cc2F)cc1F, [Na+], O. Yields the product COC(=O)C(C)Oc1ccc(Oc2ccc(Br)cc2F)cc1F. As a reaction SMILES: [Br-:24].[BrH:25].[N:26]([O-:27])=[O:28].[NH2:1][c:2]1[cH:3][c:4]([F:23])[c:5]([O:6][c:7]2[cH:8][c:9]([F:20])[c:10]([O:11][CH:12]([C:13](=[O:14])[O:15][CH3:16])[CH3:17])[cH:18][cH:19]2)[cH:21][cH:22]1.[Na+:29].[OH2:30]>>[c:2]1([Br:24])[cH:3][c:4]([F:23])[c:5]([O:6][c:7]2[cH:8][c:9]([F:20])[c:10]([O:11][CH:12]([C:13](=[O:14])[O:15][CH3:16])[CH3:17])[cH:18][cH:19]2)[cH:21][cH:22]1.